From a dataset of the Open Reaction Database (ORD), a public repository of structured organic reaction records. describe an organic reaction: reactants, conditions, products, and yield Starting materials: C(C)OC1=NN(C=C1CCC(=O)OCC)CC1=CC(=C(C=C1)O)OC (ethyl 3-[3-ethoxy-1-(4-hydroxy-3-methoxybenzyl)-1H-pyrazol-4-yl]propionate), Cl.N1=CC(=CC=C1)CCl (3-picolyl chloride hydrochloride), C([O-])([O-])=O.[K+].[K+] (potassium carbonate), CN(C=O)C (N,N-dimethylformamide). The solvent is O (water). Run at time 8 hour. The product is C(C)OC1=NN(C=C1CCC(=O)OCC)CC1=CC(=C(C=C1)OCC=1C=NC=CC1)OC (ethyl 3-[3-ethoxy-1-[3-methoxy-4-(3-pyridylmethoxy)benzyl]-1H-pyrazol-4-yl]propionate). Isolated yield 83.4%. As a reaction SMILES: [CH2:1]([O:3][C:4]1[C:8]([CH2:9][CH2:10][C:11]([O:13][CH2:14][CH3:15])=[O:12])=[CH:7][N:6]([CH2:16][C:17]2[CH:22]=[CH:21][C:20]([OH:23])=[C:19]([O:24][CH3:25])[CH:18]=2)[N:5]=1)[CH3:2].Cl.[N:27]1[CH:32]=[CH:31][CH:30]=[C:29]([CH2:33]Cl)[CH:28]=1.C(=O)([O-])[O-].[K+].[K+].CN(C)C=O>O>[CH2:1]([O:3][C:4]1[C:8]([CH2:9][CH2:10][C:11]([O:13][CH2:14][CH3:15])=[O:12])=[CH:7][N:6]([CH2:16][C:17]2[CH:22]=[CH:21][C:20]([O:23][CH2:33][C:29]3[CH:28]=[N:27][CH:32]=[CH:31][CH:30]=3)=[C:19]([O:24][CH3:25])[CH:18]=2)[N:5]=1)[CH3:2] |f:1.2,3.4.5|. Procedure details: A mixture of ethyl 3-[3-ethoxy-1-(4-hydroxy-3-methoxybenzyl)-1H-pyrazol-4-yl]propionate (505 mg), 3-picolyl chloride hydrochloride (476 mg), potassium carbonate (601 mg), and N,N-dimethylformamide (10 ml) was stirred at room temperature overnight. The reaction mixture was poured into water, which was extracted with ethyl acetate. The ethyl acetate layer was washed with water, then, with saturated aqueous sodium chloride solution, and dried (MgSO4) and concentrated. The residue was subjected to s...